This data is from the Open Reaction Database (ORD), a public repository of structured organic reaction records. The task is: describe an organic reaction: reactants, conditions, products, and yield Starting materials: C1CCOC1, COc1cc2ncnc(Oc3cccc(N)c3)c2cc1OC, COCCOc1cc(NC(=O)Oc2ccccc2)ccc1C(F)(F)F, CN(C)c1ccncc1, CCN(C(C)C)C(C)C. Product: COCCOc1cc(NC(=O)Nc2cccc(Oc3ncnc4cc(OC)c(OC)cc34)c2)ccc1C(F)(F)F. Reaction SMILES: [CH2:57]1[O:58][CH2:59][CH2:60][CH2:61]1.[CH3:1][O:2][c:3]1[cH:4][c:5]2[c:6]([O:15][c:16]3[cH:17][c:18]([NH2:19])[cH:20][cH:21][cH:22]3)[n:7][cH:8][n:9][c:10]2[cH:11][c:12]1[O:13][CH3:14].[CH3:32][O:33][CH2:34][CH2:35][O:36][c:37]1[cH:38][c:39]([NH:47][C:48]([O:49][c:51]2[cH:52][cH:53][cH:54][cH:55][cH:56]2)=[O:50])[cH:40][cH:41][c:42]1[C:43]([F:44])([F:45])[F:46].[CH3:62][N:63]([CH3:64])[c:65]1[cH:66][cH:67][n:68][cH:69][cH:70]1.[CH:23]([N:24]([CH2:25][CH3:26])[CH:27]([CH3:28])[CH3:29])([CH3:30])[CH3:31]>>[CH3:1][O:2][c:3]1[cH:4][c:5]2[c:6]([O:15][c:16]3[cH:17][c:18]([NH:19][C:48]([NH:47][c:39]4[cH:38][c:37]([O:36][CH2:35][CH2:34][O:33][CH3:32])[c:42]([C:43]([F:44])([F:45])[F:46])[cH:41][cH:40]4)=[O:49])[cH:20][cH:21][cH:22]3)[n:7][cH:8][n:9][c:10]2[cH:11][c:12]1[O:13][CH3:14]. The reactants are BrCC(=O)OCC (Ethyl bromoacetate), C1(=CC=CC=C1)[C@H](C)NC1CC=2C=CC=C(C2CC1)O ((6RS)-5,6,7,8-tetrahydro-6-[((1S)-1-phenylethyl)amino]-1-naphthol), [H-].[Na+] (sodium hydride), ice water. Solvent: CS(=O)C (dimethylsulfoxide), CS(=O)C (dimethylsulfoxide), CS(=O)C (dimethylsulfoxide). Reaction conditions: temperature 50 celsius, time 10 minute. Product: C1(=CC=CC=C1)[C@H](C)NC1CC=2C=CC=C(C2CC1)OCC(=O)OCC (ethyl [(6RS)-5,6,7,8-tetrahydro-6-[((1S)-1-phenylethyl)amino]-1-naphthyloxy]acetate). Yield: 68.8%. As a reaction SMILES: [C:1]1([C@@H:7]([NH:9][CH:10]2[CH2:19][CH2:18][C:17]3[C:16]([OH:20])=[CH:15][CH:14]=[CH:13][C:12]=3[CH2:11]2)[CH3:8])[CH:6]=[CH:5][CH:4]=[CH:3][CH:2]=1.[H-].[Na+].Br[CH2:24][C:25]([O:27][CH2:28][CH3:29])=[O:26]>CS(C)=O>[C:1]1([C@@H:7]([NH:9][CH:10]2[CH2:19][CH2:18][C:17]3[C:16]([O:20][CH2:24][C:25]([O:27][CH2:28][CH3:29])=[O:26])=[CH:15][CH:14]=[CH:13][C:12]=3[CH2:11]2)[CH3:8])[CH:6]=[CH:5][CH:4]=[CH:3][CH:2]=1 |f:1.2|. Reported procedure: A solution of (6RS)-5,6,7,8-tetrahydro-6-[((1S)-1-phenylethyl)amino]-1-naphthol (267 mg) in dimethylsulfoxide (3 ml) was added dropwise to a stirred suspension of 60% sodium hydride (44 mg, washed with n-hexane) in dimethylsulfoxide (0.5 ml) at room temperature in a nitrogen atmosphere over 15 minutes, and the mixture was stirred at 50° C. for 10 minutes and cooled to room temperature. Ethyl bromoacetate (167 mg) in dimethylsulfoxide (1 ml) was added thereto and the resulting mixture was stirred... Reactants: CC(=S)CC(=O)OCC (ethyl 2-methylthiocarbonylacetate), NC1=NNC(=N1)C(=O)OC (3-amino-5-methoxycarbonyl-s-triazole), CN(C=O)C (dimethylformamide). Yields the product OC1=NC=2N(C(=C1)SC)N=C(N2)C(=O)OC (5-hydroxy-2-methoxycarbonyl-7-methylthio-s-triazolo[1,5-a]pyrimidine). As a reaction SMILES: C[C:2]([CH2:4][C:5]([O:7]CC)=O)=[S:3].[NH2:10][C:11]1[N:15]=[C:14]([C:16]([O:18][CH3:19])=[O:17])[NH:13][N:12]=1.[CH3:20]N(C)C=O>>[OH:7][C:5]1[CH:4]=[C:2]([S:3][CH3:20])[N:12]2[N:13]=[C:14]([C:16]([O:18][CH3:19])=[O:17])[N:15]=[C:11]2[N:10]=1. Reported procedure: A suspension of ethyl 2-methylthiocarbonylacetate (37.6 g) an 3-amino-5-methoxycarbonyl-s-triazole (20 g) in dimethylformamide (200 ml) was refluxed for one hour. After removing the solvent by distillation under reduced pressure, ether was added to the residue, and the formed crystals were purified by silica gel chromatography, giving 11.7 g of the objective compound. The reactants are BrC1=CC=C(C=C1)C(C)(C)C (4-bromo t-butylbenzene), BrC1=CC=C(C=C1)C(C)(C)C (4-bromo t-butylbenzene), C[Si](C)(C)C#C (trimethylsilylacetylene), C[Si](C)(C)C#C (trimethylsilylacetylene), cuprous iodide, bis(triphenyophosphine)palladium (II) chloride. Run in C(C)N(CC)CC (triethylamine). Conditions: temperature 67.5 celsius, time 20 hour. Yields the product C[Si](C)(C)C#CC1=CC=C(C=C1)C(C)(C)C (Trimethylsilyl (4-tert-butyl)phenylethyne). As a reaction SMILES: Br[C:2]1[CH:7]=[CH:6][C:5]([C:8]([CH3:11])([CH3:10])[CH3:9])=[CH:4][CH:3]=1.[CH3:12][Si:13]([C:16]#[CH:17])([CH3:15])[CH3:14]>C(N(CC)CC)C>[CH3:12][Si:13]([C:16]#[C:17][C:2]1[CH:7]=[CH:6][C:5]([C:8]([CH3:11])([CH3:10])[CH3:9])=[CH:4][CH:3]=1)([CH3:15])[CH3:14]. Procedure: A stirred mixture of 3.05 g (14.31 mmol) of 4-tert-butyl-bromobenzene (Compound 20), 1.41 g (14.39 mmol) of trimethylsilylacetylene (Compound 16), 139 mg (0.13 mmol) of cuprous iodide, 293 mg (0.42 mmol) of bis(triphenyophosphine)palladium (II) chloride and 3 ml of triethylamine was flushed with nitrogen and then heated under nitrogen at 65-70 degrees C. for 20 hours. The reaction mixture was stirred at room temperature for a further 4 hours and the triethylamine then removed under vacuum. The r... The reactants are C(C)OC([C@@H](NC(C1=C(C=CC=C1Cl)Cl)=O)CC1=CC=C(C=C1)C1=C(C=CC=C1OC)OCOC)=O (N-(2,6-dichlorobenzoyl)-4-(6-methoxy-2-methoxymethoxyphenyl)-L-phenylalanine ethyl ester), Cl (HCl). The solvent is CCOC(=O)C (AcOEt), CCO (EtOH). Conditions: time 4 hour. Yields the product C(C)OC([C@@H](NC(C1=C(C=CC=C1Cl)Cl)=O)CC1=CC=C(C=C1)C1=C(C=CC=C1OC)O)=O (N-(2,6-dichlorobenzoyl)-4-(6-methoxy-2-hydoxyphenyl)-L-phenylalanine ethyl ester). The yield is 92.4%. Reaction SMILES: [CH2:1]([O:3][C:4](=[O:36])[C@H:5]([CH2:17][C:18]1[CH:23]=[CH:22][C:21]([C:24]2[C:29]([O:30]C)=[CH:28][CH:27]=[CH:26][C:25]=2[O:32][CH2:33]OC)=[CH:20][CH:19]=1)[NH:6][C:7](=[O:16])[C:8]1[C:13]([Cl:14])=[CH:12][CH:11]=[CH:10][C:9]=1[Cl:15])[CH3:2].Cl>CCO.CCOC(C)=O>[CH2:1]([O:3][C:4](=[O:36])[C@H:5]([CH2:17][C:18]1[CH:23]=[CH:22][C:21]([C:24]2[C:25]([O:32][CH3:33])=[CH:26][CH:27]=[CH:28][C:29]=2[OH:30])=[CH:20][CH:19]=1)[NH:6][C:7](=[O:16])[C:8]1[C:13]([Cl:14])=[CH:12][CH:11]=[CH:10][C:9]=1[Cl:15])[CH3:2]. Reported procedure: To a solution of N-(2,6-dichlorobenzoyl)-4-(6-methoxy-2-methoxymethoxyphenyl)-L-phenylalanine ethyl ester (938 mg) in EtOH (25 mL) was added HCl (4 N in dioxane, 5 mL), and then the mixture was stirred under N2 for 4 h at room temperature. The mixture was diluted with AcOEt, washed with H2O and brine, dried (MgSO4) and evaporated. The residue was purified by column chromatography (silica gel; eluent: AcOEt/hexane 1:2) to afford N-(2,6-dichlorobenzoyl)-4-(6-methoxy-2-hydoxyphenyl)-L-phenylalanine... Reactants: O=[Ag-], CC(C)C(=O)O, COC(C)(C)C, Cc1csc(OC(=O)OC(Cl)C(C)C)c1. The product is Cc1csc(OC(=O)OC(OC(=O)C(C)C)C(C)C)c1. Reaction SMILES: [Ag-:22]=[O:23].[CH3:1][CH:2]([CH3:3])[C:4]([OH:5])=[O:6].[CH3:24][O:25][C:26]([CH3:27])([CH3:28])[CH3:29].[CH3:7][c:8]1[cH:9][c:10]([O:13][C:14](=[O:15])[O:16][CH:17]([CH:18]([CH3:19])[CH3:20])[Cl:21])[s:11][cH:12]1>>[CH3:1][CH:2]([CH3:3])[C:4]([O:5][CH:17]([O:16][C:14]([O:13][c:10]1[cH:9][c:8]([CH3:7])[cH:12][s:11]1)=[O:15])[CH:18]([CH3:19])[CH3:20])=[O:6]. The reactants are FC=1C=C(C(=O)O)C=CC1C1OCC(CO1)CCCCC (3-fluoro-4-(5-pentyl-1,3-dioxan-2-yl)-benzoic acid), FC1=C(C=CC(=C1)Br)C (2-fluoro-4-bromotoluene), [Mg] (magnesium), C(=O)=O (carbon dioxide). Product: FC=1C=C(C(=O)O)C=CC1C (3-fluoro-4-methyl-benzoic acid). Reaction SMILES: [F:1][C:2]1[CH:3]=[C:4]([CH:8]=[CH:9][C:10]=1[CH:11]1OCC(CCCCC)CO1)[C:5]([OH:7])=[O:6].FC1C=C(Br)C=CC=1C.[Mg].C(=O)=O>>[F:1][C:2]1[CH:3]=[C:4]([CH:8]=[CH:9][C:10]=1[CH3:11])[C:5]([OH:7])=[O:6]. Procedure details: 2.96 gms. of 3-fluoro-4-(5-pentyl-1,3-dioxan-2-yl)-benzoic acid (prepared from 2-fluoro-4-bromotoluene by reaction with magnesium according to Grignard and reaction with carbon dioxide giving 3-fluoro-4-methyl-benzoic acid, esterification thereof with ethanol/sulfuric acid giving ethyl 3-fluoro-4-methyl-benzoate, bromination by bromine or N-bromo-succinimide giving ethyl 3-fluoro-4-bromomethylbenzoate, oxidation by dilute nitric acid giving 3-fluoro-terephthalic aldehydic acid and ketalization t...